From a dataset of the Open Reaction Database (ORD), a public repository of structured organic reaction records. describe an organic reaction: reactants, conditions, products, and yield As a reaction SMILES: [C:1]([C:3]1[CH:4]=[C:5]2[C:9](=[CH:10][CH:11]=1)[N:8]([CH3:12])[CH:7]=[C:6]2[C@@H:13]1[CH2:18][CH2:17][C@H:16]([N:19]2[CH2:24][CH2:23][N:22]([C:25]3[CH:26]=[C:27]([CH:35]=[O:36])[CH:28]=[C:29]4[C:34]=3[N:33]=[CH:32][CH:31]=[CH:30]4)[CH2:21][CH2:20]2)[CH2:15][CH2:14]1)#[N:2].[O-:37]Cl=O.[Na+]>CC(O)(C)C.O.CCO>[C:1]([C:3]1[CH:4]=[C:5]2[C:9](=[CH:10][CH:11]=1)[N:8]([CH3:12])[CH:7]=[C:6]2[C@@H:13]1[CH2:18][CH2:17][C@H:16]([N:19]2[CH2:20][CH2:21][N:22]([C:25]3[CH:26]=[C:27]([C:35]([OH:37])=[O:36])[CH:28]=[C:29]4[C:34]=3[N:33]=[CH:32][CH:31]=[CH:30]4)[CH2:23][CH2:24]2)[CH2:15][CH2:14]1)#[N:2] |f:1.2|. Reaction conditions: temperature 23 celsius, time 12 hour. Reported procedure: To 750 mg (1.6 mmol) of 8-[4-[(Cis)-4-(5-cyano-1-methyl-1H-indole-3-yl)cyclohexyl]-1-piperazinyl]-6-quinolinecarbaldehyde in 60 mL of t-BuOH and 8 mL of CH3CHC(CH3)2 at 23° C. was added a solution of 1.3 mg (14.4 mmol) NaClO2, 1.3 g (10.8 mmol) NaH2PO4 in 3 ml water. After stirring at 23° C. for 12 hours, the volatiles were removed by rotary evaporation. The reaction mixture was transferred to a separatory funnel and partitioned between water and CH2Cl2. The organics were washed with brine, drie... Starting materials: C(#N)C=1C=C2C(=CN(C2=CC1)C)[C@H]1CC[C@H](CC1)N1CCN(CC1)C=1C=C(C=C2C=CC=NC12)C=O (8-[4-[(Cis)-4-(5-cyano-1-methyl-1H-indole-3-yl)cyclohexyl]-1-piperazinyl]-6-quinolinecarbaldehyde), [O-]Cl=O.[Na+] (NaClO2), NaH2PO4, oxalate salt, (CO2H)2. The product is C(#N)C=1C=C2C(=CN(C2=CC1)C)[C@H]1CC[C@H](CC1)N1CCN(CC1)C=1C=C(C=C2C=CC=NC12)C(=O)O (8-[4-[(Cis)-4-(5-cyano-1-methyl-1H-indole-3-yl)cyclohexyl]-1-piperazinyl]-6-quinolinecarboxylic acid). Solvent: CC(C)(C)O (t-BuOH), CH3CHC(CH3)2, O (water), CCO (EtOH). Isolated yield 38.0%. Reactants: CCOC(=O)C(=Cc1ccccc1)C(=O)OCC, C1CCOC1, CC(C)[Mg+], [Cl-], c1cc2[nH]ccc2cn1. The product is CCOC(=O)C(C(=O)OCC)C(c1ccccc1)c1c[nH]c2ccncc12. Reaction SMILES: [CH2:15]([CH3:16])[O:17][C:18]([C:19]([C:20](=[O:21])[O:22][CH2:23][CH3:24])=[CH:25][c:26]1[cH:27][cH:28][cH:29][cH:30][cH:31]1)=[O:32].[CH2:33]1[O:34][CH2:35][CH2:36][CH2:37]1.[CH:2]([Mg+:3])([CH3:4])[CH3:5].[Cl-:1].[nH:6]1[cH:7][cH:8][c:9]2[cH:10][n:11][cH:12][cH:13][c:14]12>>[nH:6]1[cH:7][c:8]([CH:25]([CH:19]([C:18]([O:17][CH2:15][CH3:16])=[O:32])[C:20](=[O:21])[O:22][CH2:23][CH3:24])[c:26]2[cH:27][cH:28][cH:29][cH:30][cH:31]2)[c:9]2[cH:10][n:11][cH:12][cH:13][c:14]12. The reactants are COC(=O)C(c1cc(F)cc(F)c1)C1(O)CN(C(c2ccc(Cl)cc2)c2ccc(Cl)cc2)C1, ClCCl, C1CCCCCC(N2CCCCCCCCCN2)CCCC1, c1ccncc1. The product is COC(=O)C(=C1CN(C(c2ccc(Cl)cc2)c2ccc(Cl)cc2)C1)c1cc(F)cc(F)c1. Reaction SMILES: [Cl:1][c:2]1[cH:3][cH:4][c:5]([CH:8]([N:9]2[CH2:10][C:11]([OH:13])([CH:14]([C:15](=[O:16])[O:17][CH3:18])[c:19]3[cH:20][c:21]([F:26])[cH:22][c:23]([F:25])[cH:24]3)[CH2:12]2)[c:27]2[cH:28][cH:29][c:30]([Cl:33])[cH:31][cH:32]2)[cH:6][cH:7]1.[Cl:62][CH2:63][Cl:64].[N:40]1([CH:41]2[CH2:42][CH2:43][CH2:44][CH2:45][CH2:46][CH2:47][CH2:48][CH2:49][CH2:50][CH2:51]2)[CH2:52][CH2:53][CH2:54][CH2:55][CH2:56][CH2:57][CH2:58][CH2:59][CH2:60][NH:61]1.[cH:34]1[cH:35][cH:36][n:37][cH:38][cH:39]1>>[Cl:1][c:2]1[cH:3][cH:4][c:5]([CH:8]([N:9]2[CH2:10][C:11](=[C:14]([C:15](=[O:16])[O:17][CH3:18])[c:19]3[cH:20][c:21]([F:26])[cH:22][c:23]([F:25])[cH:24]3)[CH2:12]2)[c:27]2[cH:28][cH:29][c:30]([Cl:33])[cH:31][cH:32]2)[cH:6][cH:7]1. Reactants: CC(C)(C)OC(=O)NC(CCc1ccccc1)C(=O)c1oc(-c2ccccc2)nc1-c1ccccc1, ClCCCl, CN1CCOCC1, CC(C)CC(N)C(=O)O, ClCCl, O=C(O)C(F)(F)F, CC(C)CC(NC(=O)N1CCOCC1)C(=O)O, CN(C)C=O, On1nnc2ccccc21. Product: CC(C)CC(NC(=O)N1CCOCC1)C(=O)NC(CCc1ccccc1)C(=O)c1oc(-c2ccccc2)nc1-c1ccccc1. Reaction SMILES: [C:32]([O:33][C:34](=[O:35])[NH:38][CH:39]([CH2:40][CH2:41][c:42]1[cH:43][cH:44][cH:45][cH:46][cH:47]1)[C:48](=[O:49])[c:50]1[c:51](-[c:61]2[cH:62][cH:63][cH:64][cH:65][cH:66]2)[n:52][c:53](-[c:55]2[cH:56][cH:57][cH:58][cH:59][cH:60]2)[o:54]1)([CH3:36])([CH3:37])[CH3:67].[CH2:18]([Cl:19])[CH2:20][Cl:21].[CH3:75][N:76]1[CH2:77][CH2:78][O:79][CH2:80][CH2:81]1.[CH3:82][CH:83]([CH2:84][CH:85]([C:86](=[O:87])[OH:88])[NH2:89])[CH3:90].[Cl:96][CH2:97][Cl:98].[F:68][C:69]([F:70])([F:71])[C:72]([OH:73])=[O:74].[O:1]1[CH2:2][CH2:3][N:4]([C:7](=[O:8])[NH:9][CH:10]([CH2:11][CH:12]([CH3:13])[CH3:14])[C:15](=[O:16])[OH:17])[CH2:5][CH2:6]1.[O:91]=[CH:92][N:93]([CH3:94])[CH3:95].[OH:22][n:23]1[c:24]2[c:25]([cH:26][cH:27][cH:28][cH:29]2)[n:30][n:31]1>>[O:1]1[CH2:2][CH2:3][N:4]([C:7](=[O:8])[NH:9][CH:10]([CH2:11][CH:12]([CH3:13])[CH3:14])[C:15](=[O:17])[NH:38][CH:39]([CH2:40][CH2:41][c:42]2[cH:43][cH:44][cH:45][cH:46][cH:47]2)[C:48](=[O:49])[c:50]2[c:51](-[c:61]3[cH:62][cH:63][cH:64][cH:65][cH:66]3)[n:52][c:53](-[c:55]3[cH:56][cH:57][cH:58][cH:59][cH:60]3)[o:54]2)[CH2:5][CH2:6]1. Starting materials: [Na] (sodium), ClC1=NC(=CC2=CC(=CC=C12)F)Cl (1,3-dichloro-6-fluoro-isoquinoline), CO (MeOH). Conditions: temperature 70 celsius, time 30 minute. The product is ClC=1N=C(C2=CC=C(C=C2C1)F)OC (3-Chloro-6-fluoro-1-methoxy-isoquinoline). Reaction SMILES: [Na].Cl[C:3]1[C:12]2[C:7](=[CH:8][C:9]([F:13])=[CH:10][CH:11]=2)[CH:6]=[C:5]([Cl:14])[N:4]=1.[CH3:15][OH:16]>>[Cl:14][C:5]1[N:4]=[C:3]([O:16][CH3:15])[C:12]2[C:7]([CH:6]=1)=[CH:8][C:9]([F:13])=[CH:10][CH:11]=2 |^1:0|. Reported procedure: To a solution of 125 mg (3.00 mmol) sodium in 40 mL MeOH was added 668 mg (3.00 mmol) 1,3-dichloro-6-fluoro-isoquinoline. The reaction mixture was stirred at 70° C. for 30 min. The solvent was removed by distillation and the residue diluted with ice water. The precipitate was filtered off, washed with water and dried. The reactants are ClC1=NC=2N(C(N(C)C(C2N1)=O)=O)C (8-Chlorotheophylline), CC1=C(CBr)C=CC=C1 (2-methylbenzyl bromide). Yields the product ClC1=NC=2N(C(N(C(C2N1CC1=C(C=CC=C1)C)=O)C)=O)C (8-Chloro-1,3-dimethyl-7-(2-methylbenzyl)-3,7-dihydropurine-2,6-dione). Reaction SMILES: [Cl:1][C:2]1[NH:11][C:10]2[C:9](=[O:12])[N:7]([CH3:8])[C:6](=[O:13])[N:5]([CH3:14])[C:4]=2[N:3]=1.[CH3:15][C:16]1[CH:23]=[CH:22][CH:21]=[CH:20][C:17]=1[CH2:18]Br>>[Cl:1][C:2]1[N:11]([CH2:15][C:16]2[CH:23]=[CH:22][CH:21]=[CH:20][C:17]=2[CH3:18])[C:10]2[C:9](=[O:12])[N:7]([CH3:8])[C:6](=[O:13])[N:5]([CH3:14])[C:4]=2[N:3]=1. Procedure: 8-Chlorotheophylline and 2-methylbenzyl bromide were reacted and purified as described in the General procedure C, step A, to afford 85A as white crystals in 86%.